Dataset: the Open Reaction Database (ORD), a public repository of structured organic reaction records. Task: describe an organic reaction: reactants, conditions, products, and yield Reactants: Br, CO, CCN(C(C)C)C(C)C, Cl, Fc1ccc2c(C3CCNCC3)coc2c1, Nc1nc(-c2ccc(F)cc2)c(CCBr)s1, O. Yields the product Nc1nc(-c2ccc(F)cc2)c(CCN2CCC(c3coc4cc(F)ccc34)CC2)s1. As a reaction SMILES: [BrH:1].[CH3:44][OH:45].[CH:35]([N:36]([CH:37]([CH3:38])[CH3:39])[CH2:40][CH3:41])([CH3:42])[CH3:43].[ClH:18].[F:19][c:20]1[cH:21][c:22]2[c:23]([c:24]([CH:27]3[CH2:28][CH2:29][NH:30][CH2:31][CH2:32]3)[cH:25][o:26]2)[cH:33][cH:34]1.[NH2:2][c:3]1[s:4][c:5]([CH2:15][CH2:16][Br:17])[c:6](-[c:8]2[cH:9][cH:10][c:11]([F:14])[cH:12][cH:13]2)[n:7]1.[OH2:46]>>[NH2:2][c:3]1[s:4][c:5]([CH2:15][CH2:16][N:30]2[CH2:29][CH2:28][CH:27]([c:24]3[c:23]4[c:22]([cH:21][c:20]([F:19])[cH:34][cH:33]4)[o:26][cH:25]3)[CH2:32][CH2:31]2)[c:6](-[c:8]2[cH:9][cH:10][c:11]([F:14])[cH:12][cH:13]2)[n:7]1. Starting materials: [Cu]I, Brc1cnc(c(c1)O[C@@H](c1c(ccc(c1)F)C(=O)NCc1cn(nn1)CC)C)N. The reagents and catalysts are c1ccc(cc1)-c2c3ccccc3cc4ccccc24 (9-Phenylanthracene), CC(=O)[O-].[K+] (KOAc), P([C@]12C[C@@H]3C[C@H](C2)C[C@@H](C1)C3)([C@]12C[C@@H]3C[C@@H](C2)C[C@@H](C1)C3)CCCC (cataCXium A), C(O[Pd]OC(C)=O)(C)=O (Pd(OAc)2). Solvent: CC(=O)N(C)C (DMAc). Reaction conditions: temperature 100 celsius, time 18 hour. Yields the product CCn1nnc2CNC(=O)c3ccc(F)cc3[C@@H](C)Oc4cc(cnc4N)c12. Reaction SMILES: [CH3:1][CH2:2][n:3]1[n:28][n:27][c:5]([CH2:6][NH:7][C:8]([c:10]2[c:16]([C@H:17]([O:19][c:20]3[c:25]([NH2:26])[n:24][cH:23][c:22](Br)[cH:21]3)[CH3:18])[cH:15][c:13]([F:14])[cH:12][cH:11]2)=[O:9])[cH:4]1.I[Cu]>>[CH3:1][CH2:2][n:3]1[c:4]([c:5]2[n:27][n:28]1)[c:22]3[cH:21][c:20]([c:25]([NH2:26])[n:24][cH:23]3)[O:19][C@H:17]([CH3:18])[c:16]([c:10]4[C:8](=[O:9])[NH:7][CH2:6]2)[cH:15][c:13]([F:14])[cH:12][cH:11]4. The reactants are 35,000, C[C@@H]1CC[C@@]2([C@H]([C@H]3[C@@H](O2)C[C@@H]4[C@@]3(CC[C@H]5[C@H]4CC=C6[C@@]5(CC[C@@H](C6)O)C)C)C)OC1 (nitrogen in), C(C1CO1)OCC(CCCC)CC (2-Ethyl hexyl glycidyl ether), [OH-].[K+] (KOH). Run in C1(=CC=CC=C1)C (toluene), C1(=CC=CC=C1)C (toluene). Reaction conditions: temperature 60 celsius, time 1 hour. Yields the product C(CCCCC)C(C1CO1)OCC (2-Ethyl Hexyl-Glycidyl Ether). RXN SMILES: C[C@H:2]1[CH2:30][O:29][C@@:5]2(O[C@H:8]3[CH2:10][C@H:11]4[C@@H]5CC=C6C[C@@H](O)CC[C@]6(C)[C@H]5CC[C@:12]4(C)[C@H:7]3[C@@H:6]2C)[CH2:4][CH2:3]1.[OH-].[K+].C(OCC(CC)CCCC)C1[O:36]C1>C1(C)C=CC=CC=1>[CH2:6]([CH:5]([O:29][CH2:30][CH3:2])[CH:4]1[O:36][CH2:3]1)[CH2:7][CH2:8][CH2:10][CH2:11][CH3:12] |f:1.2|. Procedure details: In a 250 mL, round bottom 3-neck flask equipped with a condenser, a nitrogen in/out let, a mechanical stirrer, a thermo-watch, and a heating mantle, a mixture of 30 g of 35,000 Mw PEG and toluene (80 mL) was heated to 60° C. At this temperature, KOH (0.77 g, 0.02 mol, in 1 g of water) was added and the reaction mixture was stirred for 1 hour. 2-Ethyl hexyl glycidyl ether (1.91 g, 0.02 mole) was added and the reaction temperature was kept at 110° C. for 5 hours. After the reaction mass was cooled... The reactants are O=C([O-])[O-], COS(=O)(=O)OC, CC(C)=O, Oc1ccc(F)c2ccccc12, [K+], [K+]. The product is COc1ccc(F)c2ccccc12. As a reaction SMILES: [C:13](=[O:14])([O-:15])[O-:16].[CH3:19][O:20][S:21]([O:22][CH3:23])(=[O:24])=[O:25].[CH3:26][C:27](=[O:28])[CH3:29].[F:1][c:2]1[cH:3][cH:4][c:5]([OH:12])[c:6]2[cH:7][cH:8][cH:9][cH:10][c:11]12.[K+:17].[K+:18]>>[F:1][c:2]1[cH:3][cH:4][c:5]([O:12][CH3:13])[c:6]2[cH:7][cH:8][cH:9][cH:10][c:11]12. Starting materials: Cl, CC(=O)Nc1ccc2nc(-c3ccc(C4CCCCC4)cc3)cc(N)c2c1, [Na+], [OH-]. Product: Nc1ccc2nc(-c3ccc(C4CCCCC4)cc3)cc(N)c2c1. Reaction SMILES: [ClH:30].[NH2:1][c:2]1[cH:3][c:4](-[c:16]2[cH:17][cH:18][c:19]([CH:22]3[CH2:23][CH2:24][CH2:25][CH2:26][CH2:27]3)[cH:20][cH:21]2)[n:5][c:6]2[cH:7][cH:8][c:9]([NH:12][C:13](=[O:14])[CH3:15])[cH:10][c:11]12.[Na+:29].[OH-:28]>>[NH2:1][c:2]1[cH:3][c:4](-[c:16]2[cH:17][cH:18][c:19]([CH:22]3[CH2:23][CH2:24][CH2:25][CH2:26][CH2:27]3)[cH:20][cH:21]2)[n:5][c:6]2[cH:7][cH:8][c:9]([NH2:12])[cH:10][c:11]12. Reactants: C(CCC)N1C(NC(C=2NC(=NC12)CC1=CC=C(C=C1)NC(C)=O)=O)=O (N-[4-(3-butyl-2,6-dioxo-2,3,6,7-tetrahydro-1H-purin-8-ylmethyl)-phenyl]-acetamide), Cl (hydrochloric acid), C([O-])([O-])=O.[Na+].[Na+] (sodium carbonate), ClCOC(C(C)(C)C)=O (2,2-dimethyl-propionic acid chloromethyl ester). Solvent: CN(C=O)C (N,N-dimethylformamide), O (water). Run at temperature 50 celsius. Product: ethyl acetate petroleum ether, C(C)(=O)NC1=CC=C(CC2=NC=3N(C(NC(C3N2COC(C(C)(C)C)=O)=O)=O)CCCC)C=C1 (2,2-dimethyl-propionic acid 8-(4-acetylamino-benzyl)-3-butyl-2,6-dioxo-1,2,3,6-tetrahydro-purin-7-ylmethyl ester). The yield is 41.4%. As a reaction SMILES: [CH2:1]([N:5]1[C:13]2[N:12]=[C:11]([CH2:14][C:15]3[CH:20]=[CH:19][C:18]([NH:21][C:22](=[O:24])[CH3:23])=[CH:17][CH:16]=3)[NH:10][C:9]=2[C:8](=[O:25])[NH:7][C:6]1=[O:26])[CH2:2][CH2:3][CH3:4].C(=O)([O-])[O-].[Na+].[Na+].Cl[CH2:34][O:35][C:36](=[O:41])[C:37]([CH3:40])([CH3:39])[CH3:38].Cl>CN(C)C=O.O>[C:22]([NH:21][C:18]1[CH:19]=[CH:20][C:15]([CH2:14][C:11]2[N:10]([CH2:34][O:35][C:36](=[O:41])[C:37]([CH3:40])([CH3:39])[CH3:38])[C:9]3[C:8](=[O:25])[NH:7][C:6](=[O:26])[N:5]([CH2:1][CH2:2][CH2:3][CH3:4])[C:13]=3[N:12]=2)=[CH:16][CH:17]=1)(=[O:24])[CH3:23] |f:1.2.3|. Procedure details: A mixture of N-[4-(3-butyl-2,6-dioxo-2,3,6,7-tetrahydro-1H-purin-8-ylmethyl)-phenyl]-acetamide (196 mg, 0.55 mmol) in N,N-dimethylformamide (5.0 mL) at 25° C. was treated with sodium carbonate (117 mg, 0.55 mmol) and 2,2-dimethyl-propionic acid chloromethyl ester (0.10 mL, 0.55 mmol). The resulting mixture was warmed to 50° C. for 8 h. At this time, the reaction mixture was poured into a solution of water (2.5 mL) containing a 1N aqueous hydrochloric acid solution (1.65 mL). This solution was ex...